From a dataset of the Open Reaction Database (ORD), a public repository of structured organic reaction records. describe an organic reaction: reactants, conditions, products, and yield The yield is 75.6%. The reactants are ClC1=CC=C(C(=O)C2=CC=C(CN3C=CC4=C3N=C(N(C4=O)C)SC)C=C2)C=C1 (7-[4-(4-chlorobenzoyl)benzyl]-3-methyl-2-methylthio-7H-pyrrolo[2,3-d]pyrimidin-4-one), C(C)(=O)O (acetic acid). RXN SMILES: [Cl:1][C:2]1[CH:29]=[CH:28][C:5]([C:6]([C:8]2[CH:27]=[CH:26][C:11]([CH2:12][N:13]3[C:17]4[N:18]=[C:19](SC)[N:20]([CH3:23])[C:21](=[O:22])[C:16]=4[CH:15]=[CH:14]3)=[CH:10][CH:9]=2)=[O:7])=[CH:4][CH:3]=1.C(O)(=O)C>COCCOC.C(O)C.[Ni]>[Cl:1][C:2]1[CH:29]=[CH:28][C:5]([C:6]([C:8]2[CH:27]=[CH:26][C:11]([CH2:12][N:13]3[C:17]4[N:18]=[CH:19][N:20]([CH3:23])[C:21](=[O:22])[C:16]=4[CH:15]=[CH:14]3)=[CH:10][CH:9]=2)=[O:7])=[CH:4][CH:3]=1. Run in COCCOC (DME), C(C)O (ethanol). Product: ClC1=CC=C(C(=O)C2=CC=C(CN3C=CC4=C3N=CN(C4=O)C)C=C2)C=C1 (7-[4-(4-Chlorobenzoyl)benzyl]-3-methyl-7H-pyrrolo-[2,3-d]pyrimidin-4-one). The reagents and catalysts are [Ni] (Raney nickel). Procedure details: In a mixture of DME (15 ml) and ethanol (1.5 ml) was dissolved 7-[4-(4-chlorobenzoyl)benzyl]-3-methyl-2-methylthio-7H-pyrrolo[2,3-d]pyrimidin-4-one (221 mg) followed by addition of acetic acid (185 mg), and the mixture was warmed to 40° C. Then, Raney nickel was added until disappearance of the starting compound could be verified by thin-layer chromatography (TLC). The catalyst was then filtered off and the solvent was distilled off under reduced pressure. The residue was dissolved in ethyl acet... Run at temperature 40 celsius. The reactants are CC(=O)OCC1OC(n2cnc3c(Cl)nc(Cl)nc32)C(OC(C)=O)C1OC(C)=O, N#C[Cu], O. Product: CC(=O)OCC1OC(n2cnc3c(Cl)nc(C#N)nc32)C(OC(C)=O)C1OC(C)=O. As a reaction SMILES: [C:4]([CH3:5])(=[O:6])[O:7][CH:8]1[CH:9]([CH2:28][O:29][C:30]([CH3:31])=[O:32])[O:10][CH:11]([n:17]2[c:18]3[n:19][c:20]([Cl:27])[n:21][c:22]([Cl:26])[c:23]3[n:24][cH:25]2)[CH:12]1[O:13][C:14]([CH3:15])=[O:16].[Cu:1][C:2]#[N:3].[OH2:33]>>[C:2](#[N:3])[c:20]1[n:19][c:18]2[n:17]([CH:11]3[O:10][CH:9]([CH2:28][O:29][C:30]([CH3:31])=[O:32])[CH:8]([O:7][C:4]([CH3:5])=[O:6])[CH:12]3[O:13][C:14]([CH3:15])=[O:16])[cH:25][n:24][c:23]2[c:22]([Cl:26])[n:21]1.